From a dataset of the Open Reaction Database (ORD), a public repository of structured organic reaction records. describe an organic reaction: reactants, conditions, products, and yield Reactants: ICC(=O)OCC=1C(N2CC=3C(=NC4=CC=CC=C4C3)C2=CC1C(CC)=O)=O (8-[[(iodoacetyl)oxy]methyl]-7-(1-oxopropyl)indolizino[1,2-b]quinolin-9(11H)-one), C(Cl)Cl (CH2Cl2), C(Cl)Cl (CH2Cl2), N(C)C ((CH3)2NH). Yields the product Cl.CN(C)CC(=O)OCC=1C(N2CC=3C(=NC4=CC=CC=C4C3)C2=CC1C(CC)=O)=O (8-[[(Dimethylaminoacetyl)oxy]methyl]-7-(1-oxopropyl)indolizino[1,2-b]quinolin-9(11H)-one Hydrochloride). Reaction SMILES: I[CH2:2][C:3]([O:5][CH2:6][C:7]1[C:8](=[O:28])[N:9]2[C:21](=[CH:22][C:23]=1[C:24](=[O:27])[CH2:25][CH3:26])[C:12]1=[N:13][C:14]3[C:19]([CH:20]=[C:11]1[CH2:10]2)=[CH:18][CH:17]=[CH:16][CH:15]=3)=[O:4].[NH:29]([CH3:31])[CH3:30].C(Cl)[Cl:33]>>[ClH:33].[CH3:30][N:29]([CH2:2][C:3]([O:5][CH2:6][C:7]1[C:8](=[O:28])[N:9]2[C:21](=[CH:22][C:23]=1[C:24](=[O:27])[CH2:25][CH3:26])[C:12]1=[N:13][C:14]3[C:19]([CH:20]=[C:11]1[CH2:10]2)=[CH:18][CH:17]=[CH:16][CH:15]=3)=[O:4])[CH3:31] |f:3.4|. Procedure: A suspension of 8-[[(iodoacetyl)oxy]methyl]-7-(1-oxopropyl)indolizino[1,2-b]quinolin-9(11H)-one (48.8 mg, 0.098 mmol) in dry CH2Cl2 (5.0 mL) was covered by an atmosphere of (CH3)2NH (balloon). Within a few min the solid had dissolved and after 5 min the reaction was stripped to dryness. The residue was dissolved in CH2Cl2, washed first with 5% aqueous NaHCO3 and then with H2O, and dried over Na2SO4. The solvent was removed in vacuo, and the residue was suspended in H2O (20 mL) to which was added... Reaction SMILES: [CH2:23]1[O:24][CH2:25][CH2:26][CH2:27]1.[Cl:12][C:13]([C:14]([Cl:15])=[O:16])=[O:17].[I:1][c:2]1[cH:3][c:4]([C:5](=[O:6])[OH:7])[cH:8][cH:9][c:10]1[CH3:11].[O:18]=[CH:19][N:20]([CH3:21])[CH3:22]>>[I:1][c:2]1[cH:3][c:4]([CH:5]=[O:6])[cH:8][cH:9][c:10]1[CH3:11]. Yields the product Cc1ccc(C=O)cc1I. Reactants: C1CCOC1, O=C(Cl)C(=O)Cl, Cc1ccc(C(=O)O)cc1I, CN(C)C=O.